describe an organic reaction: reactants, conditions, products, and yield From a dataset of the Open Reaction Database (ORD), a public repository of structured organic reaction records. Starting materials: ClC=1C=C(N)C=C(C1F)Cl (3,5-dichloro-4-fluoro-aniline), COC(C(C)(C)N=C=O)=O (2-isocyanato-2-methylpropionic acid methyl ester). Yields the product COC(C(NC(NC1=CC(=C(C(=C1)Cl)F)Cl)=O)(C)C)=O (N-[(3,5-dichloro-4-fluorophenyl)-carbamoyl]-2-methylalanine methyl ester). Reaction SMILES: [Cl:1][C:2]1[CH:3]=[C:4]([CH:6]=[C:7]([Cl:10])[C:8]=1[F:9])[NH2:5].[CH3:11][O:12][C:13](=[O:20])[C:14]([N:17]=[C:18]=[O:19])([CH3:16])[CH3:15]>>[CH3:11][O:12][C:13](=[O:20])[C:14]([CH3:16])([CH3:15])[NH:17][C:18](=[O:19])[NH:5][C:4]1[CH:3]=[C:2]([Cl:1])[C:8]([F:9])=[C:7]([Cl:10])[CH:6]=1. Procedure details: 3-(3,5-dichloro-4-phenyl)-5,5-dimethylhydantoin, which melts at 175°-176°, is obtained in the manner indicated in Example 1 from 3,5-dichloro-4-fluoro-aniline and 2-isocyanato-2-methylpropionic acid methyl ester and after crystallizing from ether/petroleum ether. The N-[(3,5-dichloro-4-fluorophenyl)-carbamoyl]-2-methylalanine methyl ester intermediately formed is not isolated.